The task is: describe an organic reaction: reactants, conditions, products, and yield. This data is from the Open Reaction Database (ORD), a public repository of structured organic reaction records. Reactants: C(#N)[BH3-].[Na+] (sodium cyanoborohydride), C(C)(=O)O (acetic acid), C(C)NCC (diethylamine), C(CCCCCC)=O (heptaldehyde). Run in CO (methanol), CO (methanol). Conditions: time 1 hour. Product: C(C)N(CCCCCCC)CC (N,N-Diethyl-1-heptanamine). Isolated yield 53.7%. As a reaction SMILES: [CH2:1]([NH:3][CH2:4][CH3:5])[CH3:2].[CH:6](=O)[CH2:7][CH2:8][CH2:9][CH2:10][CH2:11][CH3:12].C([BH3-])#N.[Na+].C(O)(=O)C>CO>[CH2:1]([N:3]([CH2:4][CH3:5])[CH2:6][CH2:7][CH2:8][CH2:9][CH2:10][CH2:11][CH3:12])[CH3:2] |f:2.3|. Reported procedure: Dissolve 50.90 ml (0.5 moles) diethylamine and 57.10 g (0.5 mole) heptaldehyde in 500 ml methanol and stir at room temperature for one hour. Slowly add 31.42 g sodium cyanoborohydride in 500 ml methanol to the stirred reaction mixture. Add glacial acetic acid to the reaction mixture until pH=6. Stir at room temperature overnight. Concentrate reaction mixture volume to 300 ml and then add 500 ml distilled water. Add concentrated hydrochloric acid until pH=1. Extract with 5×250 ml methylene chlori...